From a dataset of the Open Reaction Database (ORD), a public repository of structured organic reaction records. describe an organic reaction: reactants, conditions, products, and yield Reactants: Br, CCCCc1ncc(CBr)c(NCc2ccc(-c3ccccc3-c3nnn[nH]3)cc2)n1, C[O-], CC(=O)O, CO, [Na+]. Yields the product CCCCc1ncc(COC)c(NCc2ccc(-c3ccccc3-c3nnn[nH]3)cc2)n1. As a reaction SMILES: [BrH:32].[CH2:1]([CH2:2][CH2:3][CH3:4])[c:5]1[n:6][cH:7][c:8]([CH2:30][Br:31])[c:9]([NH:11][CH2:12][c:13]2[cH:14][cH:15][c:16](-[c:19]3[c:20](-[c:25]4[n:26][n:27][n:28][nH:29]4)[cH:21][cH:22][cH:23][cH:24]3)[cH:17][cH:18]2)[n:10]1.[CH3:33][O-:34].[CH3:36][C:37](=[O:38])[OH:39].[CH3:40][OH:41].[Na+:35]>>[CH2:1]([CH2:2][CH2:3][CH3:4])[c:5]1[n:6][cH:7][c:8]([CH2:30][O:34][CH3:33])[c:9]([NH:11][CH2:12][c:13]2[cH:14][cH:15][c:16](-[c:19]3[c:20](-[c:25]4[n:26][n:27][n:28][nH:29]4)[cH:21][cH:22][cH:23][cH:24]3)[cH:17][cH:18]2)[n:10]1. The reactants are CC(C)(C)OC(=O)N1C(Cc2ccccc2F)C(Cc2ncccc2C(=O)O)OC1(C)C, CN, Cl. RXN SMILES: [C:1]([CH3:2])([CH3:3])([CH3:4])[O:5][C:6](=[O:7])[N:8]1[C:9]([CH3:31])([CH3:32])[O:10][CH:11]([CH2:21][c:22]2[c:23]([C:24](=[O:25])[OH:26])[cH:27][cH:28][cH:29][n:30]2)[CH:12]1[CH2:13][c:14]1[c:15]([F:20])[cH:16][cH:17][cH:18][cH:19]1.[CH3:34][NH2:35].[ClH:33]>>[C:1]([CH3:2])([CH3:3])([CH3:4])[O:5][C:6](=[O:7])[N:8]1[C:9]([CH3:31])([CH3:32])[O:10][CH:11]([CH2:21][c:22]2[c:23]([C:24](=[O:25])[NH:35][CH3:34])[cH:27][cH:28][cH:29][n:30]2)[CH:12]1[CH2:13][c:14]1[c:15]([F:20])[cH:16][cH:17][cH:18][cH:19]1. The product is CNC(=O)c1cccnc1CC1OC(C)(C)N(C(=O)OC(C)(C)C)C1Cc1ccccc1F. Starting materials: P(OCC)(OCC)[O-] (Diethyl phosphite), [I-].C[S+](C)C (trimethylsulfonium iodide), C1C(C)O1 (Propylene oxide). Run in O (water). Reaction conditions: temperature 35 celsius. Yields the product C(C)OP([O-])[O-].C[S+](C)C.C[S+](C)C (trimethylsulfonium ethylphosphite). Yield: 149.9%. Reaction SMILES: [P:1]([O-:8])([O:5]CC)[O:2][CH2:3][CH3:4].[I-].[CH3:10][S+:11]([CH3:13])[CH3:12].C1OC1C>O>[CH2:3]([O:2][P:1]([O-:8])[O-:5])[CH3:4].[CH3:10][S+:11]([CH3:13])[CH3:12].[CH3:10][S+:11]([CH3:13])[CH3:12] |f:1.2,5.6.7|. Reported procedure: Diethyl phosphite (5.5 g) and trimethylsulfonium iodide (8.2 g) are dissolved in water (80 ml). Propylene oxide (20 ml) is added and the mixture is then heated for 6 hours at 35° C. Concentration of the medium under reduced pressure gives a colorless oil (7.9 g) which crystallizes at ambient temperature. The crude product is dissolved in acetonitrile (25 ml) at ambient temperature. The solution is cooled by means of an acetone ice bath. The precipitated product is filtered off and then dried in ...